Dataset: the Open Reaction Database (ORD), a public repository of structured organic reaction records. Task: describe an organic reaction: reactants, conditions, products, and yield Starting materials: CCO, O=[N+]([O-])c1cnccc1NCCCO. The product is Nc1cnccc1NCCCO. Reaction SMILES: [CH3:15][CH2:16][OH:17].[OH:1][CH2:2][CH2:3][CH2:4][NH:5][c:6]1[c:7]([N+:12]([O-:13])=[O:14])[cH:8][n:9][cH:10][cH:11]1>>[OH:1][CH2:2][CH2:3][CH2:4][NH:5][c:6]1[c:7]([NH2:12])[cH:8][n:9][cH:10][cH:11]1. Reactants: BrB(Br)Br, COc1ccc2c(=O)n(C)c(C(C)(C)C)c(-c3ccccc3)c2c1, ClCCl, CCO. Product: Cn1c(C(C)(C)C)c(-c2ccccc2)c2cc(O)ccc2c1=O. RXN SMILES: [B:28]([Br:29])([Br:30])[Br:31].[C:4]([CH3:5])([CH3:6])([CH3:7])[c:8]1[n:9]([CH3:27])[c:10](=[O:26])[c:11]2[cH:12][cH:13][c:14]([O:24][CH3:25])[cH:15][c:16]2[c:17]1-[c:18]1[cH:19][cH:20][cH:21][cH:22][cH:23]1.[CH2:1]([Cl:2])[Cl:3].[CH3:32][CH2:33][OH:34]>>[C:4]([CH3:5])([CH3:6])([CH3:7])[c:8]1[n:9]([CH3:27])[c:10](=[O:26])[c:11]2[cH:12][cH:13][c:14]([OH:24])[cH:15][c:16]2[c:17]1-[c:18]1[cH:19][cH:20][cH:21][cH:22][cH:23]1. The product is N1N=NN=C1NC(OCC(Cl)(Cl)Cl)=O (2,2,2-Trichloroethyl 1H-tetrazol-5-ylcarbamate). Procedure: To a solution of 1H-tetrazole-5-amine (1.00 g, 11.8 mmol) and pyridine (1.15 ml, 14.1 mmol) in tetrahydrofuran (39 ml) was added 2,2,2-trichloroethyl chloroformate (1.95 ml, 14.1 mmol) with ice-cooling and the mixture was stirred at room temperature for 1 hour. Water was poured into the reaction mixture and the mixture was extracted with ethyl acetate. The extract was washed with water and dried over anhydrous magnesium sulfate and the solvent was distilled off under reduced pressure. To the res... RXN SMILES: [NH:1]1[C:5]([NH2:6])=[N:4][N:3]=[N:2]1.N1C=CC=CC=1.Cl[C:14]([O:16][CH2:17][C:18]([Cl:21])([Cl:20])[Cl:19])=[O:15].O>O1CCCC1>[NH:1]1[C:5]([NH:6][C:14](=[O:15])[O:16][CH2:17][C:18]([Cl:21])([Cl:20])[Cl:19])=[N:4][N:3]=[N:2]1. Run at time 1 hour. Solvent: O1CCCC1 (tetrahydrofuran). Isolated yield 42.0%. Reactants: O (Water), N1N=NN=C1N (1H-tetrazole-5-amine), N1=CC=CC=C1 (pyridine), ClC(=O)OCC(Cl)(Cl)Cl (2,2,2-trichloroethyl chloroformate).